This data is from the Open Reaction Database (ORD), a public repository of structured organic reaction records. The task is: describe an organic reaction: reactants, conditions, products, and yield The reactants are C1=CC(=CC=C1O)C (p-cresol), C=1(C(=CC=CC1)CO)CO (xylene-α,α'-diol), CC(=O)C (acetone). Reagents/catalysts: CS(=O)(=O)O (methanesulfonic acid). Solvent: O (water). Run at temperature 95 celsius. Product: C1=CC(=CC=C1O)C.OCC1=CC=C(C=C1)CO (p-cresol 1,4-dihydroxymethylbenzene). As a reaction SMILES: [CH:1]1[C:6]([OH:7])=[CH:5][CH:4]=[C:3]([CH3:8])[CH:2]=1.[C:9]1([CH2:17][OH:18])[C:10](CO)=[CH:11][CH:12]=[CH:13][CH:14]=1.C[C:20](C)=[O:21]>CS(O)(=O)=O.O>[CH:5]1[C:6]([OH:7])=[CH:1][CH:2]=[C:3]([CH3:8])[CH:4]=1.[OH:18][CH2:17][C:9]1[CH:14]=[CH:13][C:12]([CH2:20][OH:21])=[CH:11][CH:10]=1 |f:5.6|. Reported procedure: 38.4 g (0.36 mol) of p-cresol and 35.0 g (0.25 mol) of xylene-α,α'-diol were dissolved under heating, then 0.15 g of methanesulfonic acid was added thereto at 90-100° C. and the mixture was stirred and reacted at the same temperature for 2 hours. After cooling, 100 ml of acetone was poured into and dissolved in the reaction solution and then the solution was poured into 2,000 ml of water, stirred and then allowed to stand, after which the supernatant was decanted and the residue was dissolved in... Starting materials: C1COCCOCCOCCOCCOCCO1 (18-crown-6), IC1=CC=C2C=CN(C2=C1)C (6-iodo-1-methyl-1H-indole), N1CCOCC1 (morpholine), CC(C)([O-])C.[Na+] (sodium t-butoxide), C1(=CC=CC=C1)P(C1=C(C2=CC=CC=C2C=C1)C1=C(C=CC2=CC=CC=C12)P(C1=CC=CC=C1)C1=CC=CC=C1)C1=CC=CC=C1 (2,2′-bis(diphenylphosphino)-1,1-binaphthyl). The reagents and catalysts are C=1C=CC(=CC1)/C=C/C(=O)/C=C/C2=CC=CC=C2.C=1C=CC(=CC1)/C=C/C(=O)/C=C/C2=CC=CC=C2.C=1C=CC(=CC1)/C=C/C(=O)/C=C/C2=CC=CC=C2.[Pd].[Pd] (tris(dibenzylidene acetone)dipalladium (0)). Conditions: time 5 hour. Yields the product CN1C=CC2=CC=C(C=C12)N1CCOCC1 (1-methyl-6-morpholin-4-yl-1H-indole). Yield: 93.4%. RXN SMILES: C1OCCOCCOCCOCCOCCOC1.I[C:20]1[CH:28]=[C:27]2[C:23]([CH:24]=[CH:25][N:26]2[CH3:29])=[CH:22][CH:21]=1.[NH:30]1[CH2:35][CH2:34][O:33][CH2:32][CH2:31]1.CC(C)([O-])C.[Na+].C1(P(C2C=CC=CC=2)C2C=CC3C(=CC=CC=3)C=2C2C3C(=CC=CC=3)C=CC=2P(C2C=CC=CC=2)C2C=CC=CC=2)C=CC=CC=1>C1C=CC(/C=C/C(/C=C/C2C=CC=CC=2)=O)=CC=1.C1C=CC(/C=C/C(/C=C/C2C=CC=CC=2)=O)=CC=1.C1C=CC(/C=C/C(/C=C/C2C=CC=CC=2)=O)=CC=1.[Pd].[Pd]>[CH3:29][N:26]1[C:27]2[C:23](=[CH:22][CH:21]=[C:20]([N:30]3[CH2:35][CH2:34][O:33][CH2:32][CH2:31]3)[CH:28]=2)[CH:24]=[CH:25]1 |f:3.4,6.7.8.9.10|. Procedure details: An oven dried flask was flushed with argon and charged with 18-crown-6 (15 g, 56.7 mmol), 6-iodo-1-methyl-1H-indole (10.4 g, 40.46 mmol), morpholine (4.3 mL, 48.6 mmol), sodium t-butoxide (5.42 g, 54.7 mmol), tris(dibenzylidene acetone)dipalladium (0) (186 mg, 0.20 mmol) and 2,2′-bis(diphenylphosphino)-1,1-binaphthyl) (380 mg, 0.61 mmol). The flask was flushed with argon for 10 min and dry THF (80 mL) was added. The mixture was stilled at room temperature for 5 h, then diluted with ether and was... Starting materials: [BH3-]C#N, O=C([O-])O, CCOC(=O)C1CCCC1=O, CC(=O)[O-], CO, CCOC(C)=O, NCC1CCC1, Cl, [Na+], [Na+], [Na+]. Yields the product CCOC(=O)C1CCCC1NCC1CCC1. RXN SMILES: [C:24]([BH3-:25])#[N:26].[C:28](=[O:29])([OH:30])[O-:31].[CH2:1]([CH3:2])[O:3][C:4](=[O:5])[CH:6]1[C:7](=[O:11])[CH2:8][CH2:9][CH2:10]1.[CH3:20][C:21](=[O:22])[O-:23].[CH3:33][OH:34].[CH3:35][CH2:36][O:37][C:38](=[O:39])[CH3:40].[CH:13]1([CH2:17][NH2:18])[CH2:14][CH2:15][CH2:16]1.[ClH:12].[Na+:19].[Na+:27].[Na+:32]>>[CH2:1]([CH3:2])[O:3][C:4](=[O:5])[CH:6]1[CH:7]([NH:18][CH2:17][CH:13]2[CH2:14][CH2:15][CH2:16]2)[CH2:8][CH2:9][CH2:10]1. Reactants: BrBr (bromine), OC1=C(C=CC=C1)OC(C(C)(C)C)=O (2,2 dimethylpropionic acid 2-hydroxyphenylester), S(=S)(=O)([O-])[O-].[Na+].[Na+] (sodium thiosulfate). Solvent: ClCCl (dichloromethane). Product: BrC=1C=CC(=C(C1)OC(C(C)(C)C)=O)O (2,2-Dimethylpropionic Acid 5-Bromo-2-hydroxyphenylester). Isolated yield 97.0%. As a reaction SMILES: [OH:1][C:2]1[CH:7]=[CH:6][CH:5]=[CH:4][C:3]=1[O:8][C:9](=[O:14])[C:10]([CH3:13])([CH3:12])[CH3:11].[Br:15]Br.S([O-])([O-])(=O)=S.[Na+].[Na+]>ClCCl>[Br:15][C:5]1[CH:6]=[CH:7][C:2]([OH:1])=[C:3]([O:8][C:9](=[O:14])[C:10]([CH3:11])([CH3:13])[CH3:12])[CH:4]=1 |f:2.3.4|. Procedure: 2,2 dimethylpropionic acid 2-hydroxyphenylester (6 g) was dissolved in dichloromethane and bromine (4 ml) was added slowly at 0° C. Then, the blended solution was reacted for 30 minutes at −75° C. After completing the reaction, sodium thiosulfate was added to remove bromine, water was added to dilute, and extracted with ethylacetate. A resulting organic layer was dried over anhydrous magnesium sulfate and distilled under reduced pressure. As a result, the present compound (2.2 g, productive yiel... Reactants: [Cl-].[Na+] (sodium chloride), O=C1C(CCCC1)=CC1=CC=C(C=C1)C(C(=O)O)C (2-[4-(2-oxocyclohexylidenemethyl)phenyl]propionic acid), C(#N)[BH3-].[Na+] (sodium cyanoborohydride), Cl (hydrochloric acid). Solvent: CO (methanol). Yields the product OC1C(CCCC1)=CC1=CC=C(C=C1)C(C(=O)O)C (2-[4-(2-Hydroxycyclohexylidenemethyl)phenyl]propionic acid). Reaction SMILES: [O:1]=[C:2]1[CH2:7][CH2:6][CH2:5][CH2:4][C:3]1=[CH:8][C:9]1[CH:14]=[CH:13][C:12]([CH:15]([CH3:19])[C:16]([OH:18])=[O:17])=[CH:11][CH:10]=1.C([BH3-])#N.[Na+].Cl.[Cl-].[Na+]>CO>[OH:1][CH:2]1[CH2:7][CH2:6][CH2:5][CH2:4][C:3]1=[CH:8][C:9]1[CH:10]=[CH:11][C:12]([CH:15]([CH3:19])[C:16]([OH:18])=[O:17])=[CH:13][CH:14]=1 |f:1.2,4.5|. Reported procedure: 2 g of 2-[4-(2-oxocyclohexylidenemethyl)phenyl]propionic acid (which may be prepared as described in United Kingdom Patent Specification No. 2,002,762) and 0.6 g of sodium cyanoborohydride were dissolved in 40 ml of methanol. The pH of the solution was adjusted to a value of 3 by the addition of 6N hydrochloric acid, whilst ice-cooling. The mixture was then heated under reflux for 1 hour, after which a saturated aqueous solution of sodium chloride was added and the mixture was extracted with die... The reactants are CC#N, CCN(C(C)C)C(C)C, OCCNCc1ccc(Cl)nc1, CC(C)CI. Product: CC(C)CN(CCO)Cc1ccc(Cl)nc1. As a reaction SMILES: [CH3:27][C:28]#[N:29].[CH:18]([N:19]([CH:20]([CH3:21])[CH3:22])[CH2:23][CH3:24])([CH3:25])[CH3:26].[Cl:1][c:2]1[cH:3][cH:4][c:5]([CH2:8][NH:9][CH2:10][CH2:11][OH:12])[cH:6][n:7]1.[I:13][CH2:14][CH:15]([CH3:16])[CH3:17]>>[Cl:1][c:2]1[cH:3][cH:4][c:5]([CH2:8][N:9]([CH2:10][CH2:11][OH:12])[CH2:14][CH:15]([CH3:16])[CH3:17])[cH:6][n:7]1. Reactants: NO (Hydroxylamine), C1(CCCC1)OC=1C(=CC=C2C(=CC(OC12)=O)NCC(=O)OCC)OC (ethyl 2-(8-(cyclopentyloxy)-7-methoxy-2-oxo-2H-chromen-4-ylamino)acetate). Solvent: C(C)O (ethanol). Reaction conditions: time 6 hour. The product is C1(CCCC1)OC=1C(=CC=C2C(=CC(OC12)=O)NCC(=O)NO)OC (2-(8-(cyclopentyloxy)-7-methoxy-2-oxo-2H-chromen-4-ylamino)-N-hydroxyacetamide). Reaction SMILES: [NH2:1][OH:2].[CH:3]1([O:8][C:9]2[C:10]([O:27][CH3:28])=[CH:11][CH:12]=[C:13]3[C:18]=2[O:17][C:16](=[O:19])[CH:15]=[C:14]3[NH:20][CH2:21][C:22](OCC)=[O:23])[CH2:7][CH2:6][CH2:5][CH2:4]1>C(O)C>[CH:3]1([O:8][C:9]2[C:10]([O:27][CH3:28])=[CH:11][CH:12]=[C:13]3[C:18]=2[O:17][C:16](=[O:19])[CH:15]=[C:14]3[NH:20][CH2:21][C:22]([NH:1][OH:2])=[O:23])[CH2:7][CH2:6][CH2:5][CH2:4]1. Reported procedure: Hydroxylamine (0.5 mL, 50% water, 8.2 mmol) was added to a solution of ethyl 2-(8-(cyclopentyloxy)-7-methoxy-2-oxo-2H-chromen-4-ylamino)acetate (40 mg, 0.11 mmol, Example 8) and ethanol (0.5 mL) and stirred vigorously. After 6 h, the precipitate was filtered, washed with 65% ethanol (2 mL), and dried to give 2-(8-(cyclopentyloxy)-7-methoxy-2-oxo-2H-chromen-4-ylamino)-N-hydroxyacetamide: 1H NMR (400 MHz, DMSO-d6): δ 10.77 (s, 1H), 8.97 (s, 1H), 7.93 (t, 1H), 7.71 (d, 1H), 7.07 (d, 1H), 4.90 (s, 1... The reactants are [BH4-].[Na+] (sodium borohydride), FC1=C(C#N)C=C(C=C1)SC#N (2-fluoro-5-(thiocyanato)benzonitrile), O (water), CI (methyl iodide). Solvent: C(C)O (ethanol). Yields the product FC1=C(C#N)C=C(C=C1)SC (2-fluoro-5-(methylthio)benzonitrile). Yield: 91.7%. As a reaction SMILES: [BH4-].[Na+].[F:3][C:4]1[CH:11]=[CH:10][C:9]([S:12][C:13]#N)=[CH:8][C:5]=1[C:6]#[N:7].CI.O>C(O)C>[F:3][C:4]1[CH:11]=[CH:10][C:9]([S:12][CH3:13])=[CH:8][C:5]=1[C:6]#[N:7] |f:0.1|. Procedure details: To a suspension of sodium borohydride (90%, 0.41 g (9.76 mmol)) in ethanol (10 ml), 2-fluoro-5-(thiocyanato)benzonitrile (0.29 g (1.63 mmol)) was added with stirring under cooling with ice. To the resulting mixture, after one hour's stirring at room temperature, methyl iodide (0.11 ml (1.71 mmol)) was added and the resulting mixture was stirred overnight at room temperature. Then, the reaction mixture was poured into water and the resulting mixture was extracted with ethyl acetate. The extract w... Reactants: O=C(OCc1ccccc1)N1CCC(CBr)CC1, O=C([O-])[O-], CN(C)C=O, [K+], [K+], OC(c1ccccc1)(c1ccccc1)c1nc[nH]n1. Yields the product O=C(OCc1ccccc1)N1CCC(Cn2cnc(C(O)(c3ccccc3)c3ccccc3)n2)CC1. As a reaction SMILES: [Br:1][CH2:2][CH:3]1[CH2:4][CH2:5][N:6]([C:9](=[O:10])[O:11][CH2:12][c:13]2[cH:14][cH:15][cH:16][cH:17][cH:18]2)[CH2:7][CH2:8]1.[C:38](=[O:39])([O-:40])[O-:41].[CH3:44][N:45]([CH3:46])[CH:47]=[O:48].[K+:42].[K+:43].[c:19]1([C:25]([OH:26])([c:27]2[n:28][nH:29][cH:30][n:31]2)[c:32]2[cH:33][cH:34][cH:35][cH:36][cH:37]2)[cH:20][cH:21][cH:22][cH:23][cH:24]1>>[CH2:2]([CH:3]1[CH2:4][CH2:5][N:6]([C:9](=[O:10])[O:11][CH2:12][c:13]2[cH:14][cH:15][cH:16][cH:17][cH:18]2)[CH2:7][CH2:8]1)[n:29]1[n:28][c:27]([C:25]([c:19]2[cH:20][cH:21][cH:22][cH:23][cH:24]2)([OH:26])[c:32]2[cH:33][cH:34][cH:35][cH:36][cH:37]2)[n:31][cH:30]1. Starting materials: CC1(C(N(C2=NC=CC=C21)C2=CC=C(C=C2)OC2=NC1=C(N2COCC[Si](C)(C)C)C=CC=C1)=O)C (3,3-dimethyl-1-{4-[(1-{[2-(trimethylsilyl)ethoxy]methyl}-1H-benzimidazol-2-yl)oxy]phenyl}-1,3-dihydro-2H-pyrrolo[2,3-b]pyridin-2-one), Cl (HCl). The solvent is CCO (EtOH), CCO (EtOH). Conditions: temperature 60 celsius, time 10 hour. The product is Cl.Cl.N1C(=NC2=C1C=CC=C2)OC2=CC=C(C=C2)N2C(C(C=1C2=NC=CC1)(C)C)=O (1-[4-(1H-benzimidazol-2-yloxy)phenyl]-3,3-dimethyl-1,3-dihydro-2H-pyrrolo[2,3-b]pyridin-2-one dihydrochloride). As a reaction SMILES: [CH3:1][C:2]1([CH3:36])[C:10]2[C:5](=[N:6][CH:7]=[CH:8][CH:9]=2)[N:4]([C:11]2[CH:16]=[CH:15][C:14]([O:17][C:18]3[N:22](COCC[Si](C)(C)C)[C:21]4[CH:31]=[CH:32][CH:33]=[CH:34][C:20]=4[N:19]=3)=[CH:13][CH:12]=2)[C:3]1=[O:35].[ClH:37]>CCO>[ClH:37].[ClH:37].[NH:19]1[C:20]2[CH:34]=[CH:33][CH:32]=[CH:31][C:21]=2[N:22]=[C:18]1[O:17][C:14]1[CH:15]=[CH:16][C:11]([N:4]2[C:5]3=[N:6][CH:7]=[CH:8][CH:9]=[C:10]3[C:2]([CH3:1])([CH3:36])[C:3]2=[O:35])=[CH:12][CH:13]=1 |f:3.4.5|. Procedure details: A mixture of 3,3-dimethyl-1-{4-[(1-{[2-(trimethylsilyl)ethoxy]methyl}-1H-benzimidazol-2-yl)oxy]phenyl}-1,3-dihydro-2H-pyrrolo[2,3-b]pyridin-2-one (258 mg) and 2N HCl in EtOH (5 mL) in EtOH (5 mL) was stirred at 60° C. for 10 h. After cooling to room temperature, the solvent was removed. The residue was recrystallized from EtOH-AcOEt to give 1-[4-(1H-benzimidazol-2-yloxy)phenyl]-3,3-dimethyl-1,3-dihydro-2H-pyrrolo[2,3-b]pyridin-2-one dihydrochloride (152 mg).